This data is from the Open Reaction Database (ORD), a public repository of structured organic reaction records. The task is: describe an organic reaction: reactants, conditions, products, and yield Reactants: [Al+3], CC(=O)[O-], CC(=O)[O-], C1CCOC1, CC1(C)CCC=C1B1OC(C)(C)C(C)(C)O1, CCOC(=O)c1ccc(-c2cc(OC)ccc2F)c(C2=CCCC2(C)C)c1, CCOCC, [H-], [H-], [H-], [H-], [K+], [K+], [K+], [Li+], [Na+], CN(C)C=O, [OH-], O, O=P([O-])([O-])[O-], [Pd+2]. Product: COc1ccc(F)c(-c2ccc(CO)cc2C2=CCCC2(C)C)c1. As a reaction SMILES: [Al+3:53].[C:76]([O-:77])(=[O:78])[CH3:79].[C:81]([O-:82])(=[O:83])[CH3:84].[CH2:66]1[O:67][CH2:68][CH2:69][CH2:70]1.[CH3:1][C:2]1([CH3:3])[C:4]([B:5]2[O:6][C:7]([CH3:8])([CH3:9])[C:10]([CH3:11])([CH3:12])[O:13]2)=[CH:14][CH2:15][CH2:16]1.[CH3:25][C:26]1([CH3:51])[CH2:27][CH2:28][CH:29]=[C:30]1[c:31]1[c:32](-[c:42]2[c:43]([F:50])[cH:44][cH:45][c:46]([O:48][CH3:49])[cH:47]2)[cH:33][cH:34][c:35]([C:37](=[O:38])[O:39][CH2:40][CH3:41])[cH:36]1.[CH3:71][CH2:72][O:73][CH2:74][CH3:75].[H-:52].[H-:55].[H-:56].[H-:57].[K+:22].[K+:23].[K+:24].[Li+:54].[Na+:59].[O:60]=[CH:61][N:62]([CH3:63])[CH3:64].[OH-:58].[OH2:65].[P:17]([O-:18])([O-:19])([O-:20])=[O:21].[Pd+2:80]>>[CH3:25][C:26]1([CH3:51])[CH2:27][CH2:28][CH:29]=[C:30]1[c:31]1[c:32](-[c:42]2[c:43]([F:50])[cH:44][cH:45][c:46]([O:48][CH3:49])[cH:47]2)[cH:33][cH:34][c:35]([CH2:37][OH:38])[cH:36]1.